describe an organic reaction: reactants, conditions, products, and yield From a dataset of the Open Reaction Database (ORD), a public repository of structured organic reaction records. Starting materials: CC(C)(C)OC(=O)N1CCCC1CN, CCc1cnc(CCNC(=O)Nc2nc(C)c(-c3cc(C)nc(S(C)=O)n3)s2)o1, C1COCCO1. The product is CCc1cnc(CCNC(=O)Nc2nc(C)c(-c3cc(C)nc(NCC4CCCN4C(=O)OC(C)(C)C)n3)s2)o1. Reaction SMILES: [C:30]([CH3:31])([CH3:32])([CH3:33])[O:34][C:35](=[O:36])[N:37]1[CH:38]([CH2:42][NH2:43])[CH2:39][CH2:40][CH2:41]1.[CH2:1]([CH3:2])[c:3]1[cH:4][n:5][c:6]([CH2:8][CH2:9][NH:10][C:11](=[O:12])[NH:13][c:14]2[s:15][c:16](-[c:20]3[n:21][c:22]([S:27]([CH3:28])=[O:29])[n:23][c:24]([CH3:26])[cH:25]3)[c:17]([CH3:19])[n:18]2)[o:7]1.[O:44]1[CH2:45][CH2:46][O:47][CH2:48][CH2:49]1>>[CH2:1]([CH3:2])[c:3]1[cH:4][n:5][c:6]([CH2:8][CH2:9][NH:10][C:11](=[O:12])[NH:13][c:14]2[s:15][c:16](-[c:20]3[n:21][c:22]([NH:43][CH2:42][CH:38]4[N:37]([C:35]([O:34][C:30]([CH3:31])([CH3:32])[CH3:33])=[O:36])[CH2:41][CH2:40][CH2:39]4)[n:23][c:24]([CH3:26])[cH:25]3)[c:17]([CH3:19])[n:18]2)[o:7]1. Starting materials: CC(C)(C)OC(=O)/N=N/C(=O)OC(C)(C)C (di-tert-butylazodicarboxylate), C(CCC)P(CCCC)CCCC (tributylphosphine), C(C1=CC=CC=C1)OC1=C(C=CC=C1)C1=C(C=C(C=C1)Cl)NC(CNCCO)=O (N-[2-(2-(Benzyloxy)phenyl)-5-chlorophenyl]-2-[(2-(hydroxy)ethyl)amino]acetamide). Run at time 10 minute. The solvent is CCOC(=O)C (EtOAc), CCOC(=O)C (EtOAc), CCOC(=O)C (EtOAc). RXN SMILES: CC(OC(/N=N/C(OC(C)(C)C)=O)=O)(C)C.C(P(CCCC)CCCC)CCC.[CH2:30]([O:37][C:38]1[CH:43]=[CH:42][CH:41]=[CH:40][C:39]=1[C:44]1[CH:49]=[CH:48][C:47]([Cl:50])=[CH:46][C:45]=1[NH:51][C:52](=O)[CH2:53][NH:54][CH2:55][CH2:56][OH:57])[C:31]1[CH:36]=[CH:35][CH:34]=[CH:33][CH:32]=1>CCOC(C)=O>[ClH:50].[CH2:30]([O:37][C:38]1[CH:43]=[CH:42][CH:41]=[CH:40][C:39]=1[C:44]1[CH:49]=[CH:48][C:47]([Cl:50])=[CH:46][C:45]=1[N:51]1[CH2:52][CH2:53][NH:54][CH2:55][C:56]1=[O:57])[C:31]1[CH:36]=[CH:35][CH:34]=[CH:33][CH:32]=1 |f:4.5|. Yields the product Cl.C(C1=CC=CC=C1)OC1=C(C=CC=C1)C1=C(C=C(C=C1)Cl)N1C(CNCC1)=O (1-[2-(2-(Benzyloxy)phenyl)-5-chlorophenyl]-2-piperazinone Hydrochloride). Procedure details: To a solution of di-tert-butylazodicarboxylate (5.557 g, 24.1 mmol) in 20 mL of EtOAc at 0° C. was added tributylphosphine (6.013 mL, 24.1 mmol) dropwise. After 10 minutes, a solution of the product from Step D (6.8548 g, 16.09 mmol) in 10 mL of EtOAc was added dropwise over 15 minutes, and the reaction was allowed to warm to room temperature. After one hour, the solution was poured into EtOAc, washed with sat. aq. NaHCO3 and brine, dried (Na2SO4), filtered, and concentrated in vacuo. The crude ... Reactants: solution, N (ammonia), ClC1=C(C(=O)C2=CC3=C(C(=C3)C(=O)Cl)C=C2O)C(=CC=C1)Cl (4-(2,6-dichlorobenzoyl)-5-hydroxybenzocyclobutene-1-carboxylic acid chloride). The solvent is ClCCl (dichloromethane). Run at time 15 minute. Yields the product ClC1=C(C(=O)C2=CC3=C(C(=C3)C(=O)N)C=C2O)C(=CC=C1)Cl (4-(2,6-dichlorobenzoyl)-5-hydroxybenzocyclobutene-1-carboxamide). RXN SMILES: [Cl:1][C:2]1[CH:21]=[CH:20][CH:19]=[C:18]([Cl:22])[C:3]=1[C:4]([C:6]1[C:16]([OH:17])=[CH:15][C:9]2[C:10]([C:12](Cl)=[O:13])=[CH:11][C:8]=2[CH:7]=1)=[O:5].[NH3:23]>ClCCl>[Cl:1][C:2]1[CH:21]=[CH:20][CH:19]=[C:18]([Cl:22])[C:3]=1[C:4]([C:6]1[C:16]([OH:17])=[CH:15][C:9]2[C:10]([C:12]([NH2:23])=[O:13])=[CH:11][C:8]=2[CH:7]=1)=[O:5]. Procedure: Over a period of 15 minutes, 4.86 g of 4-(2,6-dichlorobenzoyl)-5-hydroxybenzocyclobutene-1-carboxylic acid chloride are added dropwise, while stirring, to 15 ml of a 2.5 % solution of ammonia in dichloromethane. Stirring is carried out for 7 hours at room temperature, small amounts of a finely crystalline precipitate are filtered off and the filtrate is concentrated to dryness by evaporation, chromatographed over silica gel using dichloromethane/methanol (15:1) as eluant and recrystallised from ... The reactants are NC1=NC=C(C(=N1)N)CC1=CC(=C(C(=C1)OCC)C1=CC=C(C=C1)O)OS(=O)(=O)C(C)C (propane-2-sulphonic acid 4-(2,4-diamino-pyrimidin-5-ylmethyl)-6-ethoxy-4′-hydroxy-biphenyl-2-yl ester), CC(C)(C)[O-].[K+] (potassium tert-butylate), CC(=O)OCC1=C2C=CC=CC2=C(C3=CC=CC=C31)COC(=O)C (acetic). Reported procedure: Starting from propane-2-sulphonic acid 4-(2,4-diamino-pyrimidin-5-ylmethyl)-6-ethoxy-4′-hydroxy-biphenyl-2-yl ester (example 15c) (137 mg; 0.30 mmol), potassium tert-butylate (42 mg; 0.37 mmol) and acetic anhydiide (0.028 ml; 0.30 mmol) in dimethylformamide (3.5 ml) at 0-5° C. (15 minutes) and then room temperature (3 hours), 39 mg (27%) 4′-(2,4-diamino-pyrimidin-5-ylmethyl)-6′-ethoxy-2′-(propane-2-sulphonyloxy)-biphenyl-4-yl acetate are obtained as a colourless powder. Reaction SMILES: [NH2:1][C:2]1[N:7]=[C:6]([NH2:8])[C:5]([CH2:9][C:10]2[CH:15]=[C:14]([O:16][CH2:17][CH3:18])[C:13]([C:19]3[CH:24]=[CH:23][C:22]([OH:25])=[CH:21][CH:20]=3)=[C:12]([O:26][S:27]([CH:30]([CH3:32])[CH3:31])(=[O:29])=[O:28])[CH:11]=2)=[CH:4][N:3]=1.[CH3:33][C:34]([O-:37])(C)C.[K+].CC(OCC1C2C(=CC=CC=2)C(COC(C)=O)=C2C=1C=CC=C2)=O>CN(C)C=O>[C:34]([O:25][C:22]1[CH:21]=[CH:20][C:19]([C:13]2[C:14]([O:16][CH2:17][CH3:18])=[CH:15][C:10]([CH2:9][C:5]3[C:6]([NH2:8])=[N:7][C:2]([NH2:1])=[N:3][CH:4]=3)=[CH:11][C:12]=2[O:26][S:27]([CH:30]([CH3:31])[CH3:32])(=[O:29])=[O:28])=[CH:24][CH:23]=1)(=[O:37])[CH3:33] |f:1.2|. The yield is 26.0%. Run in CN(C=O)C (dimethylformamide). Product: C(C)(=O)OC1=CC=C(C=C1)C1=C(C=C(C=C1OCC)CC=1C(=NC(=NC1)N)N)OS(=O)(=O)C(C)C (4′-(2,4-diamino-pyrimidin-5-ylmethyl)-6′-ethoxy-2′-(propane-2-sulphonyloxy)-biphenyl-4-yl acetate). The reactants are CCCC[N+](CCCC)(CCCC)CCCC.[F-] (TBAF), [Si](C)(C)(C(C)(C)C)O[C@@H](CNCCCCCCCCNC(=O)C=1C=C(C=CC1)S(=O)(=O)C=1C=C2C(=C(C=NC2=C(C1)C)C(=O)N)NC1=CC(=CC=C1)OC)C1=C2C=CC(NC2=C(C=C1)O)=O ((R)-6-[[3-[[8-[[2-[(tert-Butyldimethylsilyl)oxy]-2-(8-hydroxy-2-oxo-1,2-dihydroquinolin-5-yl]ethyl]amino]octyl]carbamoyl]phenyl]sulfonyl]-4-[(3-methoxyphenyl)amino]-8-methylquinoline-3-carboxamide), C(C)(=O)O (acetic acid). Solvent: C1CCOC1 (THF). Product: O[C@@H](CNCCCCCCCCNC(=O)C=1C=C(C=CC1)S(=O)(=O)C=1C=C2C(=C(C=NC2=C(C1)C)C(=O)N)NC1=CC(=CC=C1)OC)C1=C2C=CC(NC2=C(C=C1)O)=O ((R)-6-[[3-[[8-[[2-Hydroxy-2-(8-hydroxy-2-oxo-1,2-dihydroquinolin-5-yl)ethyl]amino]octyl]carbamoyl]phenyl]sulfonyl]-4-[(3-methoxyphenyl)amino]-8-methylquinoline-3-carboxamide). Yield: 28.5%. RXN SMILES: CCCC[N+](CCCC)(CCCC)CCCC.[F-].[Si]([O:26][C@H:27]([C:73]1[CH:82]=[CH:81][C:80]([OH:83])=[C:79]2[C:74]=1[CH:75]=[CH:76][C:77](=[O:84])[NH:78]2)[CH2:28][NH:29][CH2:30][CH2:31][CH2:32][CH2:33][CH2:34][CH2:35][CH2:36][CH2:37][NH:38][C:39]([C:41]1[CH:42]=[C:43]([S:47]([C:50]2[CH:51]=[C:52]3[C:57](=[C:58]([CH3:60])[CH:59]=2)[N:56]=[CH:55][C:54]([C:61]([NH2:63])=[O:62])=[C:53]3[NH:64][C:65]2[CH:70]=[CH:69][CH:68]=[C:67]([O:71][CH3:72])[CH:66]=2)(=[O:49])=[O:48])[CH:44]=[CH:45][CH:46]=1)=[O:40])(C(C)(C)C)(C)C.C(O)(=O)C>C1COCC1>[OH:26][C@H:27]([C:73]1[CH:82]=[CH:81][C:80]([OH:83])=[C:79]2[C:74]=1[CH:75]=[CH:76][C:77](=[O:84])[NH:78]2)[CH2:28][NH:29][CH2:30][CH2:31][CH2:32][CH2:33][CH2:34][CH2:35][CH2:36][CH2:37][NH:38][C:39]([C:41]1[CH:42]=[C:43]([S:47]([C:50]2[CH:51]=[C:52]3[C:57](=[C:58]([CH3:60])[CH:59]=2)[N:56]=[CH:55][C:54]([C:61]([NH2:63])=[O:62])=[C:53]3[NH:64][C:65]2[CH:70]=[CH:69][CH:68]=[C:67]([O:71][CH3:72])[CH:66]=2)(=[O:48])=[O:49])[CH:44]=[CH:45][CH:46]=1)=[O:40] |f:0.1|. Reported procedure: A solution of TBAF (1.0 M in THF, 0.244 mL, 0.244 mmol) was added to a stirring solution of Intermediate 148 (76 mg, 0.0813 mmol) in THF (2 mL) at rt. After stirring over night, glacial acetic acid (0.023 mL, 0.407 mmol) was added and stirred for an additional 16 h. The reaction mixture was concentrated and purified by PREP-HPLC to give the title compound (19 mg). Solvent: N (NH3), CO (MeOH), CO (MeOH), CO (MeOH). Reaction conditions: time 20 minute. Reaction SMILES: [CH2:1]1[C:7]2=[C:8]3[C:12](=[CH:13][CH:14]=[C:6]2[O:5][CH2:4][CH2:3][N:2]1C(OC(C)(C)C)=O)[NH:11][CH:10]=[CH:9]3.[H-].[Na+].CN(C=O)C.[CH3:29][C:30]1[S:31][C:32]([CH3:39])=[CH:33][C:34]=1[S:35](Cl)(=[O:37])=[O:36]>N.CO>[CH3:29][C:30]1[S:31][C:32]([CH3:39])=[CH:33][C:34]=1[S:35]([N:11]1[C:12]2[C:8](=[C:7]3[CH2:1][NH:2][CH2:3][CH2:4][O:5][C:6]3=[CH:14][CH:13]=2)[CH:9]=[CH:10]1)(=[O:37])=[O:36] |f:1.2|. Product: CC=1SC(=CC1S(=O)(=O)N1C=CC2=C3C(=CC=C12)OCCNC3)C (8-[(2,5-Dimethyl-3-thienyl)sulfonyl]-1,3,4,8-tetrahydro-2H-[1,4]oxazepino[6,7-e]indole). Starting materials: C1N(CCOC=2C1=C1C=CNC1=CC2)C(=O)OC(C)(C)C (tert-butyl 1,3,4,8-tetrahydro-2H-[1,4]oxazepino[6,7-e]indole-2-carboxylate), C1N(CCOC=2C1=C1C=CNC1=CC2)C(=O)OC(C)(C)C (tert-butyl 1,3,4,8-tetrahydro-2H-[1,4]oxazepino[6,7-e]indole-2-carboxylate), [H-].[Na+] (NaH), CN(C)C=O (DMF), CC=1SC(=CC1S(=O)(=O)Cl)C (2,5-Dimethylthiophene-3-sulfonyl chloride). Procedure details: tert-Butyl 1,3,4,8-tetrahydro-2H-[1,4]oxazepino[6,7-e]indole-2-carboxylate (Intermediate 18, 14 mg, 0.050 mmol), NaH (60% in mineral oil, 6.4 mg, 0.10 mmol) and dry DMF (0.2 mL) were shaken at room temperature for 10 minutes. 2,5-Dimethylthiophene-3-sulfonyl chloride (21 mg, 0.10 mmol, in 0.15 mL of dry DMF) was added to the solution. The reaction mixture was shaken at room temperature for another 20 minutes and a mixture of MeOH/1 M HCl (3:1, 1 mL) was added. The reaction mixture was stirred ov... Isolated yield 17.7%. Starting materials: O=C([O-])O, CC(=O)[O-], CC(=O)O, Cl, Nc1ccc(O)cc1Cl, [Na+], [Na+], O. The product is CC(=O)Nc1ccc(O)cc1Cl. RXN SMILES: [C:17](=[O:18])([OH:19])[O-:20].[CH3:12][C:13]([O-:14])=[O:15].[CH3:22][C:23](=[O:24])[OH:25].[ClH:1].[NH2:2][c:3]1[c:4]([Cl:10])[cH:5][c:6]([OH:9])[cH:7][cH:8]1.[Na+:11].[Na+:21].[OH2:16]>>[NH:2]([c:3]1[c:4]([Cl:10])[cH:5][c:6]([OH:9])[cH:7][cH:8]1)[C:13]([CH3:12])=[O:14].